Dataset: the Open Reaction Database (ORD), a public repository of structured organic reaction records. Task: describe an organic reaction: reactants, conditions, products, and yield Reactants: OC1=C(C(=O)N)C=CC=C1 (2-hydroxy-benzamide), C([O-])([O-])=O.[K+].[K+] (potassium carbonate), Cl.CN(C)CCCl (N,N-dimethyl-2-chlorethylamine hydrochloride). Solvent: O1CCOCC1 (dioxane), O (water). Run at temperature 85 celsius. Product: CN(CCOC1=C(C(=O)N)C=CC=C1)C (2-(2-Dimethylamino-ethoxy)-benzamide). The yield is 60.7%. As a reaction SMILES: [OH:1][C:2]1[CH:10]=[CH:9][CH:8]=[CH:7][C:3]=1[C:4]([NH2:6])=[O:5].C(=O)([O-])[O-].[K+].[K+].Cl.[CH3:18][N:19]([CH2:21][CH2:22]Cl)[CH3:20]>O1CCOCC1.O>[CH3:18][N:19]([CH3:20])[CH2:21][CH2:22][O:1][C:2]1[CH:10]=[CH:9][CH:8]=[CH:7][C:3]=1[C:4]([NH2:6])=[O:5] |f:1.2.3,4.5|. Procedure details: A solution of 2-hydroxy-benzamide (10 g) and potassium carbonate (35.4 g) in dioxane (50 ml) and water (4.5 ml) was added with N,N-dimethyl-2-chlorethylamine hydrochloride (6.5 g). The mixture was heated at 85° C. for 3 hours. The solvent was evaporated off, the resulting residue was poured into 5% HCI and extracted with diethyl ether. The aqueous phase was adjusted to pH with sodium bicarbonate, then extracted with ethyl acetate. The organic layer was dried and evaporated to dryness to give the... Starting materials: C(C1=CC=CC=C1)OC1=CC=C(C=C1)NC(=O)C1=C(SC2=C1CCCC2)NC(C2=CC(=CC=C2)CN2CCOCC2)=O (N-[4-(benzyloxy)phenyl]-2-{[3-(morpholin-4-ylmethyl)benzoyl]amino}-4,5,6,7-tetrahydro-1-benzothiophene-3-carboxamide), C(=O)(C(F)(F)F)O (TFA), CC1=C(C(=C(C(=C1)C)C)C)C (1,2,3,4,5-pentamethylbenzene). Run at time 8 hour. Yields the product OC1=CC=C(C=C1)NC(=O)C1=C(SC2=C1CCCC2)NC(C2=CC(=CC=C2)CN2CCOCC2)=O (N-(4-hydroxyphenyl)-2-{[3-(morpholin-4-ylmethyl)benzoyl]amino}-4,5,6,7-tetrahydro-1-benzothiophene-3-carboxamide). Isolated yield 100.0%. RXN SMILES: C([O:8][C:9]1[CH:14]=[CH:13][C:12]([NH:15][C:16]([C:18]2[C:22]3[CH2:23][CH2:24][CH2:25][CH2:26][C:21]=3[S:20][C:19]=2[NH:27][C:28](=[O:42])[C:29]2[CH:34]=[CH:33][CH:32]=[C:31]([CH2:35][N:36]3[CH2:41][CH2:40][O:39][CH2:38][CH2:37]3)[CH:30]=2)=[O:17])=[CH:11][CH:10]=1)C1C=CC=CC=1.C(O)(C(F)(F)F)=O.CC1C=C(C)C(C)=C(C)C=1C>>[OH:8][C:9]1[CH:10]=[CH:11][C:12]([NH:15][C:16]([C:18]2[C:22]3[CH2:23][CH2:24][CH2:25][CH2:26][C:21]=3[S:20][C:19]=2[NH:27][C:28](=[O:42])[C:29]2[CH:34]=[CH:33][CH:32]=[C:31]([CH2:35][N:36]3[CH2:37][CH2:38][O:39][CH2:40][CH2:41]3)[CH:30]=2)=[O:17])=[CH:13][CH:14]=1. Procedure details: To a mixture of 200 mg of N-[4-(benzyloxy)phenyl]-2-{[3-(morpholin-4-ylmethyl)benzoyl]amino}-4,5,6,7-tetrahydro-1-benzothiophene-3-carboxamide and 6.0 mL of TFA was added 255 mg of 1,2,3,4,5-pentamethylbenzene, followed by stirring overnight at room temperature. The reaction mixture was concentrated under reduced pressure, and ethyl acetate and a saturated aqueous sodium hydrogen carbonate solution were added thereto, followed by extraction using ethyl acetate. The organic layer was washed with ... The reactants are Cc1cc(Br)cc2ccc(Cl)nc12, C[O-], CO, [Na+], [Na]. Yields the product COc1ccc2cc(Br)cc(C)c2n1. RXN SMILES: [Br:1][c:2]1[cH:3][c:4]2[cH:5][cH:6][c:7]([Cl:13])[n:8][c:9]2[c:10]([CH3:12])[cH:11]1.[CH3:14][O-:15].[CH3:18][OH:19].[Na+:16].[Na:17]>>[Br:1][c:2]1[cH:3][c:4]2[cH:5][cH:6][c:7]([O:15][CH3:14])[n:8][c:9]2[c:10]([CH3:12])[cH:11]1. The reactants are CC(C)(C)OC(=O)NC(=S)NC(=O)OC(C)(C)C, COc1cccnc1-c1cccc(N)c1, C[n+]1ccccc1Cl, CCN(C(C)C)C(C)C, ClCCl, [I-]. The product is COc1cccnc1-c1cccc(N=C(NC(=O)OC(C)(C)C)NC(=O)OC(C)(C)C)c1. As a reaction SMILES: [C:16]([CH3:17])([CH3:18])([CH3:19])[O:20][C:21](=[O:22])[NH:23][C:24](=[S:25])[NH:26][C:27](=[O:28])[O:29][C:30]([CH3:31])([CH3:32])[CH3:33].[CH3:1][O:2][c:3]1[c:4](-[c:9]2[cH:10][c:11]([NH2:12])[cH:13][cH:14][cH:15]2)[n:5][cH:6][cH:7][cH:8]1.[CH3:44][n+:45]1[cH:46][cH:47][cH:48][cH:49][c:50]1[Cl:51].[CH:34]([N:35]([CH:36]([CH3:37])[CH3:38])[CH2:39][CH3:40])([CH3:41])[CH3:42].[Cl:52][CH2:53][Cl:54].[I-:43]>>[CH3:1][O:2][c:3]1[c:4](-[c:9]2[cH:10][c:11]([N:12]=[C:24]([NH:23][C:21]([O:20][C:16]([CH3:17])([CH3:18])[CH3:19])=[O:22])[NH:26][C:27](=[O:28])[O:29][C:30]([CH3:31])([CH3:32])[CH3:33])[cH:13][cH:14][cH:15]2)[n:5][cH:6][cH:7][cH:8]1. The solvent is C(CCC)O (1-butanol). Reaction SMILES: Br[C:2]1[CH:7]=[C:6]([C@@H:8]([NH:11][C:12]([C:14]2[C:15]3[CH:22]=[N:21][N:20]([C:23]4[CH:28]=[CH:27][C:26]([F:29])=[CH:25][CH:24]=4)[C:16]=3[CH:17]=[N:18][CH:19]=2)=[O:13])[CH2:9][CH3:10])[CH:5]=[CH:4][N:3]=1.[CH3:30][N:31]1[CH2:36][CH2:35][NH:34][CH2:33][CH2:32]1.CCN(C(C)C)C(C)C>C(O)CCC>[CH3:30][N:31]1[CH2:36][CH2:35][N:34]([C:2]2[CH:7]=[C:6]([C@@H:8]([NH:11][C:12]([C:14]3[C:15]4[CH:22]=[N:21][N:20]([C:23]5[CH:28]=[CH:27][C:26]([F:29])=[CH:25][CH:24]=5)[C:16]=4[CH:17]=[N:18][CH:19]=3)=[O:13])[CH2:9][CH3:10])[CH:5]=[CH:4][N:3]=2)[CH2:33][CH2:32]1. The reactants are BrC1=NC=CC(=C1)[C@H](CC)NC(=O)C=1C2=C(C=NC1)N(N=C2)C2=CC=C(C=C2)F (1-(4-fluorophenyl)-1H-pyrazolo[3,4-c]pyridine-4-carboxylic acid [(S)-1-(2-bromopyridin-4-yl)-propyl]-amide), CN1CCNCC1 (1-methylpiperazine), CCN(C(C)C)C(C)C (DIPEA). Procedure: A microwave vessel charged with 1-(4-fluorophenyl)-1H-pyrazolo[3,4-c]pyridine-4-carboxylic acid [(S)-1-(2-bromopyridin-4-yl)-propyl]-amide (0.05 g, 0.11 mmol), 1-methylpiperazine (33.1 mg, 0.33 mmol) and DIPEA (115 μL, 0.66 mmol) in 1-butanol (1.5 mL) was irradiated at 200° C. After 4 hours, the reaction was cooled, evaporated to dryness and the residue was purified with reverse phase liquid chromatography to afford the title compound. The product is CN1CCN(CC1)C1=NC=CC(=C1)[C@H](CC)NC(=O)C=1C2=C(C=NC1)N(N=C2)C2=CC=C(C=C2)F (1-(4-Fluorophenyl)-1H-pyrazolo[3,4-c]pyridine-4-carboxylic acid {(S)-1-[2-(4-methyl-piperazin-1-yl)-pyridin-4-yl]-propyl}-amide). Reaction conditions: time 4 hour. Reactants: CC=1C=C(C=CC1C(F)(F)F)C1=NC=2N(C(=C1)C(F)(F)F)N=CC2C(=O)O (5-(3-methyl-4-trifluoromethyl-phenyl)-7-trifluoromethyl-pyrazolo[1,5-a]pyrimidine-3-carboxylic acid), NC1=NC=CC(=C1)C(=N)NO (2-amino-N-hydroxy-pyridine-4-carboxamidine). Yields the product CC=1C=C(C=CC1C(F)(F)F)C1=NC=2N(C(=C1)C(F)(F)F)N=CC2C2=NC(=NO2)C2=CC(=NC=C2)N (4-{5-[5-(3-Methyl-4-trifluoromethyl-phenyl)-7-trifluoromethyl-pyrazolo[1,5-a]pyrimidin-3-yl]-[1,2,4]oxadiazol-3-yl}-pyridine-2-ylamine). As a reaction SMILES: [CH3:1][C:2]1[CH:3]=[C:4]([C:12]2[CH:17]=[C:16]([C:18]([F:21])([F:20])[F:19])[N:15]3[N:22]=[CH:23][C:24]([C:25](O)=[O:26])=[C:14]3[N:13]=2)[CH:5]=[CH:6][C:7]=1[C:8]([F:11])([F:10])[F:9].[NH2:28][C:29]1[CH:34]=[C:33]([C:35]([NH:37]O)=[NH:36])[CH:32]=[CH:31][N:30]=1>>[CH3:1][C:2]1[CH:3]=[C:4]([C:12]2[CH:17]=[C:16]([C:18]([F:21])([F:19])[F:20])[N:15]3[N:22]=[CH:23][C:24]([C:25]4[O:26][N:37]=[C:35]([C:33]5[CH:32]=[CH:31][N:30]=[C:29]([NH2:28])[CH:34]=5)[N:36]=4)=[C:14]3[N:13]=2)[CH:5]=[CH:6][C:7]=1[C:8]([F:10])([F:11])[F:9]. Procedure details: The title compound was prepared from 5-(3-methyl-4-trifluoromethyl-phenyl)-7-trifluoromethyl-pyrazolo[1,5-a]pyrimidine-3-carboxylic acid (example C.8) (195 mg, 0.5 mmol) and 2-amino-N-hydroxy-pyridine-4-carboxamidine (example B.6) (114 mg, 0.75 mmol) according to general procedure II. Obtained after trituration with water and further purification by crystallization (dichloromethane/hexane) as a yellow solid (167 mg, 66%). MS (EI) 505.2 [(M)+]; mp 245° C. Reactants: BrC1=CC(=C(N)C=C1)[N+](=O)[O-] (4-bromo-2-nitroaniline), C1(=CC=CC=C1)B(O)O (phenylboronic acid), tetrakis-(triphenylphosphine)palladium, C([O-])([O-])=O.[Cs+].[Cs+] (cesium carbonate). Solvent: COCCOC (ethyleneglycol dimethyl ether). Reaction conditions: temperature 80 celsius, time 8 hour. Yields the product [N+](=O)([O-])C1=C(C=C(C=C1)C1=CC=CC=C1)N (4-nitrobiphenyl-3-amine). Isolated yield 96.6%. Reaction SMILES: Br[C:2]1[CH:8]=[CH:7][C:5]([NH2:6])=[C:4]([N+:9]([O-:11])=[O:10])[CH:3]=1.[C:12]1(B(O)O)[CH:17]=[CH:16][CH:15]=[CH:14][CH:13]=1.C(=O)([O-])[O-].[Cs+].[Cs+]>COCCOC>[N+:9]([C:4]1[CH:3]=[CH:2][C:8]([C:12]2[CH:17]=[CH:16][CH:15]=[CH:14][CH:13]=2)=[CH:7][C:5]=1[NH2:6])([O-:11])=[O:10] |f:2.3.4|. Procedure: To a mixture of 4-bromo-2-nitroaniline (217 mg, 1.0 mmol), phenylboronic acid (122 mg, 1.0 mmol), tetrakis-(triphenylphosphine)palladium (55 mg, 0.05 mmol) and cesium carbonate (650 mg, 2.0 mmol) was added 3 mL of ethyleneglycol dimethyl ether (DME). The reaction was heated to 80° C. and stirred under nitrogen atmosphere overnight. The mixture was filtered through a celite pad. The filtrate was concentrated and purified by biotage column chromatography to give 4-nitrobiphenyl-3-amine (207 mg) Starting materials: CCOc1ccnc(CBr)c1OC, O=C([O-])[O-], CN(C)C=O, ClC(Cl)Cl, [K+], [K+], [K], Sc1nc2ccccc2[nH]1. Product: CCOc1ccnc(CSc2nc3ccccc3[nH]2)c1OC. RXN SMILES: [Br:18][CH2:19][c:20]1[n:21][cH:22][cH:23][c:24]([O:28][CH2:29][CH3:30])[c:25]1[O:26][CH3:27].[C:12](=[O:13])([O-:14])[O-:15].[CH3:31][N:32]([CH3:33])[CH:34]=[O:35].[CH:36]([Cl:37])([Cl:38])[Cl:39].[K+:16].[K+:17].[K:1].[SH:2][c:3]1[nH:4][c:5]2[c:6]([n:7]1)[cH:8][cH:9][cH:10][cH:11]2>>[S:2]([c:3]1[nH:4][c:5]2[c:6]([n:7]1)[cH:8][cH:9][cH:10][cH:11]2)[CH2:19][c:20]1[n:21][cH:22][cH:23][c:24]([O:28][CH2:29][CH3:30])[c:25]1[O:26][CH3:27].